From a dataset of the Open Reaction Database (ORD), a public repository of structured organic reaction records. describe an organic reaction: reactants, conditions, products, and yield Reactants: C(C)(C)(C)[Si](OCCC1C(N(C(N1)=O)CC1=CC=C(C=C1)C)=O)(C1=CC=CC=C1)C1=CC=CC=C1 (5-[2-(tert-butyl-diphenyl-silanyloxy)-ethyl]-3-(4-methyl-benzyl)-imidazolidine-2,4-dione), [H-].[Na+] (sodium hydride), C(CC)I (1-propyl iodide), resultant mixture. Solvent: CN(C)C=O (DMF). Reaction conditions: time 30 minute. Product: C(C)(C)(C)[Si](OCCC1C(N(C(N1CCC)=O)CC1=CC=C(C=C1)C)=O)(C1=CC=CC=C1)C1=CC=CC=C1 (5-[2-(tert-butyl-diphenyl-silanyloxy)-ethyl]-3-(4-methyl-benzyl)-1-propyl-imidazolidine-2,4-dione). Yield: 95.5%. RXN SMILES: [C:1]([Si:5]([C:30]1[CH:35]=[CH:34][CH:33]=[CH:32][CH:31]=1)([C:24]1[CH:29]=[CH:28][CH:27]=[CH:26][CH:25]=1)[O:6][CH2:7][CH2:8][CH:9]1[NH:13][C:12](=[O:14])[N:11]([CH2:15][C:16]2[CH:21]=[CH:20][C:19]([CH3:22])=[CH:18][CH:17]=2)[C:10]1=[O:23])([CH3:4])([CH3:3])[CH3:2].[H-].[Na+].[CH2:38](I)[CH2:39][CH3:40]>CN(C=O)C>[C:1]([Si:5]([C:30]1[CH:35]=[CH:34][CH:33]=[CH:32][CH:31]=1)([C:24]1[CH:29]=[CH:28][CH:27]=[CH:26][CH:25]=1)[O:6][CH2:7][CH2:8][CH:9]1[N:13]([CH2:38][CH2:39][CH3:40])[C:12](=[O:14])[N:11]([CH2:15][C:16]2[CH:21]=[CH:20][C:19]([CH3:22])=[CH:18][CH:17]=2)[C:10]1=[O:23])([CH3:4])([CH3:2])[CH3:3] |f:1.2|. Procedure details: A 0° C. solution of 5-[2-(tert-butyl-diphenyl-silanyloxy)-ethyl]-3-(4-methyl-benzyl)-imidazolidine-2,4-dione (14.26 g, 29.3 mmol) in DMF (250 mL) was treated with sodium hydride (60% dispersion, 1.29 g, 32.2 mmol) and warmed to room temperature and stirred under N2 for 30 minutes. The resultant mixture was cooled to 0° C. and then treated with 1-propyl iodide (5.47 g, 32.2 mmol) and then warmed to room temperature and stirred for 3 h. The reaction was quenched with aqueous 1 N HCl (60 mL) and th... Starting materials: O=C1NNC(N1CC(=O)OC)=O (methyl 3,5-dioxo-1,2,4-triazolidine-4-acetate), 1-M, [OH-].[Na+] (sodium hydroxide), Cl (hydrochloric acid). The product is O=C1NNC(N1CC(=O)O)=O (3,5-dioxo-1,2,4-triazolidine-4-acetic acid). Isolated yield 32.5%. Reaction SMILES: [O:1]=[C:2]1[N:6]([CH2:7][C:8]([O:10]C)=[O:9])[C:5](=[O:12])[NH:4][NH:3]1.[OH-].[Na+].Cl>>[O:1]=[C:2]1[N:6]([CH2:7][C:8]([OH:10])=[O:9])[C:5](=[O:12])[NH:4][NH:3]1 |f:1.2|. Reported procedure: 0.5 g (2.9 mmol) of methyl 3,5-dioxo-1,2,4-triazolidine-4-acetate was stirred at room temperature for 2 hours with 8.7 ml (8.7 mmol) of 1-M sodium hydroxide solution. The resulting solution was acidified with concentrated hydrochloric acid and evaporated to dryness. The solid residue was extracted with hot acetonitrile. The acetonitrile extracts were evaporated and the residual colourless solid was recrystallized from acetonitrile, there being obtained 0.15 g (33%) of 3,5-dioxo-1,2,4-triazolidin...